Dataset: the Open Reaction Database (ORD), a public repository of structured organic reaction records. Task: describe an organic reaction: reactants, conditions, products, and yield Starting materials: O=C([O-])[O-], Cn1c(-c2cccnc2)nnc1S(C)(=O)=O, CC(O)c1cc(-c2cccc(Cl)c2)on1, [Cs+], [Cs+], CN(C)C=O, O. Product: CC(Oc1nnc(-c2cccnc2)n1C)c1cc(-c2cccc(Cl)c2)on1. As a reaction SMILES: [C:32](=[O:33])([O-:34])[O-:35].[CH3:16][n:17]1[c:18](-[c:26]2[cH:27][n:28][cH:29][cH:30][cH:31]2)[n:19][n:20][c:21]1[S:22]([CH3:23])(=[O:24])=[O:25].[Cl:1][c:2]1[cH:3][c:4](-[c:8]2[cH:9][c:10]([CH:13]([CH3:14])[OH:15])[n:11][o:12]2)[cH:5][cH:6][cH:7]1.[Cs+:36].[Cs+:37].[O:39]=[CH:40][N:41]([CH3:42])[CH3:43].[OH2:38]>>[Cl:1][c:2]1[cH:3][c:4](-[c:8]2[cH:9][c:10]([CH:13]([CH3:14])[O:15][c:21]3[n:17]([CH3:16])[c:18](-[c:26]4[cH:27][n:28][cH:29][cH:30][cH:31]4)[n:19][n:20]3)[n:11][o:12]2)[cH:5][cH:6][cH:7]1.